From a dataset of the Open Reaction Database (ORD), a public repository of structured organic reaction records. describe an organic reaction: reactants, conditions, products, and yield The reactants are BrC1=CC=C(C=C1)S (4-bromobenzenethiol), BrCCCCCCCBr (1,7-dibromoheptane), C([O-])([O-])=O.[K+].[K+] (potassium carbonate). Run in O (water). Product: BrC1=CC=C(C=C1)SCCCCCCCBr (1-bromo-4-(7-bromoheptylthio)benzene). Isolated yield 65.6%. Reaction SMILES: [Br:1][C:2]1[CH:7]=[CH:6][C:5]([SH:8])=[CH:4][CH:3]=1.[Br:9][CH2:10][CH2:11][CH2:12][CH2:13][CH2:14][CH2:15][CH2:16]Br.C(=O)([O-])[O-].[K+].[K+]>O>[Br:1][C:2]1[CH:7]=[CH:6][C:5]([S:8][CH2:16][CH2:15][CH2:14][CH2:13][CH2:12][CH2:11][CH2:10][Br:9])=[CH:4][CH:3]=1 |f:2.3.4|. Procedure details: A mixture of 4-bromobenzenethiol (6 g), 1,7-dibromoheptane (16.37 g), and potassium carbonate (8.77 g) in dimethylformanide (30 ml) was stirred at room temperature for 5.5 Hours. The reaction mixture was pulverized with water and extracted with ethyl acetate. The organic layer was separated, washed with brine, dried over magnesium sulfate and evaporated under reduced pressure to give 1-bromo-4-(7-bromoheptylthio)benzene (7.62 g). The reactants are O (water), C(C)(C)[N-]C(C)C.[Li+] (lithium diisopropylamide), IC (iodomethane), ClCCCC1CCC2=C(C(=NO2)C2=CC=C(C=C2)F)C1=O (5-(3-chloropropyl)-6,7-dihydro-3-(4-fluorophenyl)-1,2-benzisoxazol-4(5H)-one). The solvent is CCOCC (ether), C1CCOC1 (THF). Run at temperature -78 celsius. Product: ClCCCC1CC(C2=C(C(=NO2)C2=CC=C(C=C2)F)C1=O)C (5-(3-chloropropyl)-6,7-dihydro-3-(4-fluorophenyl)-7-methyl-1,2-benzisoxazol-4(5H)-one). RXN SMILES: [Cl:1][CH2:2][CH2:3][CH2:4][CH:5]1[C:20](=[O:21])[C:9]2[C:10]([C:13]3[CH:18]=[CH:17][C:16]([F:19])=[CH:15][CH:14]=3)=[N:11][O:12][C:8]=2[CH2:7][CH2:6]1.[CH:22]([N-]C(C)C)(C)C.[Li+].IC.O>C1COCC1.CCOCC>[Cl:1][CH2:2][CH2:3][CH2:4][CH:5]1[C:20](=[O:21])[C:9]2[C:10]([C:13]3[CH:14]=[CH:15][C:16]([F:19])=[CH:17][CH:18]=3)=[N:11][O:12][C:8]=2[CH:7]([CH3:22])[CH2:6]1 |f:1.2|. Procedure details: In 140 ml anhydrous THF was dissolved 4.20 g 5-(3-chloropropyl)-6,7-dihydro-3-(4-fluorophenyl)-1,2-benzisoxazol-4(5H)-one under nitrogen atmosphere with stirring. The solution was cooled to -78° C. and 14.0 ml lithium diisopropylamide (1.5 molar in cyclohexane) was added dropwise. The resulting solution was stirred for 10 minutes at -78° C. and 1.30 ml iodomethane was added. Upon warming to room temperature, the reaction mixture was poured into water and ether. The layers were separated and the ... Starting materials: CC(=O)OC(C)=O, CCOC([O-])[O-], CCOC(=O)CC(=O)c1ccc(F)c(C)c1F. Product: CCOC=C(C(=O)OCC)C(=O)c1ccc(F)c(C)c1F. Reaction SMILES: [CH3:24][C:25]([O:26][C:27](=[O:28])[CH3:29])=[O:30].[CH:18]([O:19][CH2:20][CH3:21])([O-:22])[O-:23].[F:1][c:2]1[c:3]([C:4](=[O:5])[CH2:6][C:7](=[O:8])[O:9][CH2:10][CH3:11])[cH:12][cH:13][c:14]([F:17])[c:15]1[CH3:16]>>[F:1][c:2]1[c:3]([C:4](=[O:5])[C:6]([C:7](=[O:8])[O:9][CH2:10][CH3:11])=[CH:18][O:19][CH2:20][CH3:21])[cH:12][cH:13][c:14]([F:17])[c:15]1[CH3:16]. The reactants are Cc1ccccc1Cc1cn(Cc2ccccc2)cn1, CCO, [H][H]. RXN SMILES: [CH2:1]([c:2]1[cH:3][cH:4][cH:5][cH:6][cH:7]1)[n:8]1[cH:9][n:10][c:11]([CH2:13][c:14]2[c:15]([CH3:20])[cH:16][cH:17][cH:18][cH:19]2)[cH:12]1.[CH3:23][CH2:24][OH:25].[H:21][H:22]>>[nH:8]1[cH:9][n:10][c:11]([CH2:13][c:14]2[c:15]([CH3:20])[cH:16][cH:17][cH:18][cH:19]2)[cH:12]1. Product: Cc1ccccc1Cc1c[nH]cn1. Starting materials: NC1=NC=NC=2OC(C(=NC21)C2=CC=C(C=C2)C21CCCC(CC2)(CC1)CC(=O)OC)(C)C (methyl {5-[4-(4-amino-7,7-dimethyl-7H-pyrimido[4,5-b][1,4]oxazin-6-yl)phenyl]bicyclo[3.2.2]non-1-yl}acetate), NC1=NC=NC=2OC(C(=NC21)C2=CC=C(C=C2)C21CCCC(CC2)(CC1)CC(=O)OC)(C)C (methyl {5-[4-(4-amino-7,7-dimethyl-7H-pyrimido[4,5-b][1,4]oxazin-6-yl)phenyl]bicyclo[3.2.2]non-1-yl}acetate), [OH-].[Na+] (NaOH). Run in CO (MeOH). Conditions: time 8 hour. Yields the product NC1=NC=NC=2OC(C(=NC21)C2=CC=C(C=C2)C21CCCC(CC2)(CC1)CC(=O)O)(C)C ({5-[4-(4-Amino-7,7-dimethyl-7H-pyrimido[4,5-b][1,4]oxazin-6-yl)phenyl]bicyclo[3.2.2]non-1-yl}acetic acid). Yield: 59.5%. RXN SMILES: [NH2:1][C:2]1[C:11]2[N:10]=[C:9]([C:12]3[CH:17]=[CH:16][C:15]([C:18]45[CH2:26][CH2:25][C:22]([CH2:27][C:28]([O:30]C)=[O:29])([CH2:23][CH2:24]4)[CH2:21][CH2:20][CH2:19]5)=[CH:14][CH:13]=3)[C:8]([CH3:33])([CH3:32])[O:7][C:6]=2[N:5]=[CH:4][N:3]=1.[OH-].[Na+]>CO>[NH2:1][C:2]1[C:11]2[N:10]=[C:9]([C:12]3[CH:13]=[CH:14][C:15]([C:18]45[CH2:26][CH2:25][C:22]([CH2:27][C:28]([OH:30])=[O:29])([CH2:23][CH2:24]4)[CH2:21][CH2:20][CH2:19]5)=[CH:16][CH:17]=3)[C:8]([CH3:33])([CH3:32])[O:7][C:6]=2[N:5]=[CH:4][N:3]=1 |f:1.2|. Procedure details: To a solution of methyl {5-[4-(4-amino-7,7-dimethyl-7H-pyrimido[4,5-b][1,4]oxazin-6-yl)phenyl]bicyclo[3.2.2]non-1-yl}acetate (Intermediate 25; 55 mg, 0.12 mmol) in MeOH (5 mL) was added 2M NaOH (0.3 mL) and the reaction mixture was allowed to stir at ambient temperature overnight, then at 50° C. for 8 hrs and ambient temperature overnight. The solvent was removed under reduced pressure and the residue was acidified to pH 2 with 2M HCl, the filtrate extracted into EtOAc (2×50 mL), the organic ext...